From a dataset of the Open Reaction Database (ORD), a public repository of structured organic reaction records. describe an organic reaction: reactants, conditions, products, and yield Reactants: COC1=NC(=NC(=C1)OC)C1(OC(C=2C1=NC=CC2C2=CC=CC=C2)=O)O (7-(4,6-dimethoxypyrimidin-2-yl)-7-hydroxy-4-phenylfuro[3,4-b]pyridin-5(7H)one), B.[Na] (sodium boron hydride). Solvent: C(C)O (ethanol). Reaction conditions: time 6 hour. Yields the product COC1=NC(=NC(=C1)OC)C1OC(C=2C1=NC=CC2C2=CC=CC=C2)=O (7-(4,6-dimethoxypyrimidin-2-yl)-4-phenylfuro[3,4-b]pyridin-5(7H)one). The yield is 73.2%. RXN SMILES: [CH3:1][O:2][C:3]1[CH:8]=[C:7]([O:9][CH3:10])[N:6]=[C:5]([C:11]2(O)[C:15]3=[N:16][CH:17]=[CH:18][C:19]([C:20]4[CH:25]=[CH:24][CH:23]=[CH:22][CH:21]=4)=[C:14]3[C:13](=[O:26])[O:12]2)[N:4]=1.B.[Na]>C(O)C>[CH3:10][O:9][C:7]1[CH:8]=[C:3]([O:2][CH3:1])[N:4]=[C:5]([CH:11]2[C:15]3=[N:16][CH:17]=[CH:18][C:19]([C:20]4[CH:21]=[CH:22][CH:23]=[CH:24][CH:25]=4)=[C:14]3[C:13](=[O:26])[O:12]2)[N:6]=1 |f:1.2,^1:28|. Reported procedure: 1 g of 7-(4,6-dimethoxypyrimidin-2-yl)-7-hydroxy-4-phenylfuro[3,4-b]pyridin-5(7H)one was dissolved in 30 ml of ethanol, and 0.1 g of sodium boron hydride was added thereto at room temperature. The mixture was stirred at room temperature for 6 hours, and the ethanol was distilled off. Ice water was added to the residue, and the mixture was adjusted to pH 2-3 with dilute hydrochloric acid and then extracted with ethyl acetate. The extract was sufficiently washed with water and dried over anhydrous...